This data is from the Open Reaction Database (ORD), a public repository of structured organic reaction records. The task is: describe an organic reaction: reactants, conditions, products, and yield Starting materials: C1CCOC1, CCCCCC, O=C(Nc1ccc(F)c(C(F)(F)F)c1)N1COc2cc(OCc3ccccc3)ccc21. Yields the product O=C(Nc1ccc(F)c(C(F)(F)F)c1)N1COc2cc(O)ccc21. Reaction SMILES: [CH2:38]1[O:39][CH2:40][CH2:41][CH2:42]1.[CH3:32][CH2:33][CH2:34][CH2:35][CH2:36][CH3:37].[F:1][c:2]1[c:3]([C:28]([F:29])([F:30])[F:31])[cH:4][c:5]([NH:8][C:9](=[O:10])[N:11]2[CH2:12][O:13][c:14]3[c:15]2[cH:16][cH:17][c:18]([O:20][CH2:21][c:22]2[cH:23][cH:24][cH:25][cH:26][cH:27]2)[cH:19]3)[cH:6][cH:7]1>>[F:1][c:2]1[c:3]([C:28]([F:29])([F:30])[F:31])[cH:4][c:5]([NH:8][C:9](=[O:10])[N:11]2[CH2:12][O:13][c:14]3[c:15]2[cH:16][cH:17][c:18]([OH:20])[cH:19]3)[cH:6][cH:7]1. The reactants are CO, CCOC(=O)c1ccc(COc2cccc(O)c2C=O)cc1, [Na+], [OH-]. Product: O=Cc1c(O)cccc1OCc1ccc(C(=O)O)cc1. As a reaction SMILES: [CH3:25][OH:26].[CH:1](=[O:2])[c:3]1[c:4]([O:5][CH2:6][c:7]2[cH:8][cH:9][c:10]([C:11](=[O:12])[O:13][CH2:14][CH3:15])[cH:16][cH:17]2)[cH:18][cH:19][cH:20][c:21]1[OH:22].[Na+:24].[OH-:23]>>[CH:1](=[O:2])[c:3]1[c:4]([O:5][CH2:6][c:7]2[cH:8][cH:9][c:10]([C:11](=[O:12])[OH:13])[cH:16][cH:17]2)[cH:18][cH:19][cH:20][c:21]1[OH:22]. The reactants are ClC1=NC=2N(C=C1)N=CC2 (5-chloropyrazolo[1,5-a]pyrimidine), CN(C)C=O (DMF), N#N (N2). Reagents/catalysts: C=1C=CC(=CC1)[P](C=2C=CC=CC2)(C=3C=CC=CC3)[Pd]([P](C=4C=CC=CC4)(C=5C=CC=CC5)C=6C=CC=CC6)([P](C=7C=CC=CC7)(C=8C=CC=CC8)C=9C=CC=CC9)[P](C=1C=CC=CC1)(C=1C=CC=CC1)C=1C=CC=CC1 (Pd(PPh3)4), [C-]#N.[C-]#N.[Zn+2] (Zn(CN)2). Conditions: temperature 110 celsius, time 8 hour. The product is N1=CC=C2N1C=CC(=N2)C#N (Pyrazolo[1,5-a]pyrimidine-5-carbonitrile). Reaction SMILES: Cl[C:2]1[CH:7]=[CH:6][N:5]2[N:8]=[CH:9][CH:10]=[C:4]2[N:3]=1.N#N.[CH3:13][N:14](C=O)C>[C-]#N.[C-]#N.[Zn+2].C1C=CC([P]([Pd]([P](C2C=CC=CC=2)(C2C=CC=CC=2)C2C=CC=CC=2)([P](C2C=CC=CC=2)(C2C=CC=CC=2)C2C=CC=CC=2)[P](C2C=CC=CC=2)(C2C=CC=CC=2)C2C=CC=CC=2)(C2C=CC=CC=2)C2C=CC=CC=2)=CC=1>[N:8]1[N:5]2[CH:6]=[CH:7][C:2]([C:13]#[N:14])=[N:3][C:4]2=[CH:10][CH:9]=1 |f:3.4.5,^1:26,28,47,66|. Reported procedure: To a mixture of 5-chloropyrazolo[1,5-a]pyrimidine (2-1) (1.0 g, 6.45 mmol) and Zn(CN)2 (770 mg, 6.58 mmol) in dried DMF (20 mL) exchanged by N2 was added Pd(PPh3)4 (400 mg, 3.46 mmol). The reaction mixture was stirred at 110° C. overnight. After cooled to the room temperature, the solution was concentrated and purified by chromatography on silica gel to afford the title compound (620 mg) The reactants are CCOC(C)=O, CCCCCC, COc1ccccc1C1(O)c2cc(NC(=O)CC(C)(C)C)c(C)c(C)c2OC1(C)C. Product: COc1ccccc1C1c2cc(NC(=O)CC(C)(C)C)c(C)c(C)c2OC1(C)C. RXN SMILES: [C:37]([O:38][CH2:39][CH3:40])(=[O:41])[CH3:42].[CH3:31][CH2:32][CH2:33][CH2:34][CH2:35][CH3:36].[OH:1][C:2]1([c:23]2[c:24]([O:29][CH3:30])[cH:25][cH:26][cH:27][cH:28]2)[C:3]([CH3:21])([CH3:22])[O:4][c:5]2[c:6]1[cH:7][c:8]([NH:13][C:14]([CH2:15][C:16]([CH3:17])([CH3:18])[CH3:19])=[O:20])[c:9]([CH3:12])[c:10]2[CH3:11]>>[CH:2]1([c:23]2[c:24]([O:29][CH3:30])[cH:25][cH:26][cH:27][cH:28]2)[C:3]([CH3:21])([CH3:22])[O:4][c:5]2[c:6]1[cH:7][c:8]([NH:13][C:14]([CH2:15][C:16]([CH3:17])([CH3:18])[CH3:19])=[O:20])[c:9]([CH3:12])[c:10]2[CH3:11]. Starting materials: ClC(=O)OC (methyl chloroformate), [OH-].[Na+] (sodium hydroxide), 286, Cl.C(CCC)(=N)N (butyramidine hydrochloride), C(Cl)Cl (methylene chloride). The solvent is O (water). The product is 320, COC(=O)NC(CCC)=N (N-methoxycarbonylbutyramidine). Isolated yield 95.0%. As a reaction SMILES: Cl[C:2]([O:4][CH3:5])=[O:3].[OH-].[Na+].Cl.[C:9]([NH2:14])(=[NH:13])[CH2:10][CH2:11][CH3:12].C(Cl)Cl>O>[CH3:5][O:4][C:2]([NH:14][C:9](=[NH:13])[CH2:10][CH2:11][CH3:12])=[O:3] |f:1.2,3.4|. Procedure details: 222 parts of methyl chloroformate and 337 parts of 50% strength sodium hydroxide solution are added via two inlets to a mixture of 286 parts of butyramidine hydrochloride in 1,300 parts of methylene chloride and 500 parts of water, at from 10° to 15° C., in the course of 25 minutes, while stirring. The mixture is stirred at room temperature for 2 hours, and the organic phase is separated off and concentrated on a rotary evaporator to give 320 parts (95% of theory) of N-methoxycarbonylbutyramidin...